This data is from the Open Reaction Database (ORD), a public repository of structured organic reaction records. The task is: describe an organic reaction: reactants, conditions, products, and yield Starting materials: Cl.C(#N)C1=C(C=C(C=C1)C1N2C(SC1)=NC=C2C(=O)O)F (3-(4-cyano-3-fluorophenyl)-2,3-dihydro-imidazo[2,1-b]thiazole-5-carboxylic acid hydrochloride), BrC1=C(CN2C(CNCC2)=O)C=C(C=C1)O[Si](C1=CC=CC=C1)(C1=CC=CC=C1)C(C)(C)C (1-[2-bromo-5-(tert-butyldiphenylsilyloxy)-benzyl]-piperazin -2-one), CCN=C=NCCCN(C)C.Cl (EDC hydrochloride), C=1C=CC2=C(C1)N=NN2O (HOBT), C(C)(C)N(C(C)C)CC (N,N-diisopropylethylamine). Product: BrC1=C(CN2C(CN(CC2)C(=O)C2=CN=C3SCC(N32)C3=CC=C(C=C3)C#N)=O)C=C(C=C1)O[Si](C1=CC=CC=C1)(C1=CC=CC=C1)C(C)(C)C (5-(1-{4-[2-bromo-5-(tert-butyldiphenyl-silyloxy)-benzyl]-3-oxo-piperazin-1-yl}-methanoyl)-3-(4-cyanophenyl)-2,3-dihydro-imidazo[2,1-b]thiazole). Reaction SMILES: Cl.[C:2]([C:4]1[CH:9]=[CH:8][C:7]([CH:10]2[CH2:14][S:13][C:12]3=[N:15][CH:16]=[C:17]([C:18]([OH:20])=O)[N:11]23)=[CH:6][C:5]=1F)#[N:3].[Br:22][C:23]1[CH:36]=[CH:35][C:34]([O:37][Si:38]([C:51]([CH3:54])([CH3:53])[CH3:52])([C:45]2[CH:50]=[CH:49][CH:48]=[CH:47][CH:46]=2)[C:39]2[CH:44]=[CH:43][CH:42]=[CH:41][CH:40]=2)=[CH:33][C:24]=1[CH2:25][N:26]1[CH2:31][CH2:30][NH:29][CH2:28][C:27]1=[O:32].CCN=C=NCCCN(C)C.Cl.C1C=CC2N(O)N=NC=2C=1.C(N(CC)C(C)C)(C)C>>[Br:22][C:23]1[CH:36]=[CH:35][C:34]([O:37][Si:38]([C:51]([CH3:54])([CH3:53])[CH3:52])([C:39]2[CH:44]=[CH:43][CH:42]=[CH:41][CH:40]=2)[C:45]2[CH:50]=[CH:49][CH:48]=[CH:47][CH:46]=2)=[CH:33][C:24]=1[CH2:25][N:26]1[CH2:31][CH2:30][N:29]([C:18]([C:17]2[N:11]3[C:12]([S:13][CH2:14][CH:10]3[C:7]3[CH:6]=[CH:5][C:4]([C:2]#[N:3])=[CH:9][CH:8]=3)=[N:15][CH:16]=2)=[O:20])[CH2:28][C:27]1=[O:32] |f:0.1,3.4|. Procedure details: The carboxylic acid from Step K (221 mg, 0.679 mmol), the piperazinone from Step E (390 mg, 0.679 mmol), EDC hydrochloride (156 mg, 0.814 mmol), HOBT (110 mg, 0.814 mmol), and N,N-diisopropylethylamine (0.591 mL, 3.39 mmol) were stirred together in dry, degassed DMF (5 mL) at 25° C. for 16 hours. The reaction was poured onto saturated aqueous sodium bicarbonate and extracted with methylene chloride (3×25 mL). The combined organic layers were washed with brine, dried over sodium sulfate, filtered... Starting materials: ClCCl, Cc1cccc(Cl)c1C(=O)O, CN(C)C=O, O=S(Cl)Cl. Yields the product Cc1cccc(Cl)c1C(=O)Cl. As a reaction SMILES: [Cl:12][CH2:13][Cl:14].[Cl:1][c:2]1[c:3]([C:4](=[O:5])[OH:6])[c:7]([CH3:11])[cH:8][cH:9][cH:10]1.[O:19]=[CH:20][N:21]([CH3:22])[CH3:23].[S:15]([Cl:16])([Cl:17])=[O:18]>>[Cl:1][c:2]1[c:3]([C:4](=[O:5])[Cl:12])[c:7]([CH3:11])[cH:8][cH:9][cH:10]1. Starting materials: C(C=C)Br (allyl bromide), [Li]CCCC (BuLi), BrC1=C(C=CC=C1)C(OC)OC (1-bromo-2-(dimethoxymethyl)benzene), [Mg+2].[Br-].[Br-] (MgBr2), Cl (HCl). Reagents/catalysts: [Cu]I (CuI). Solvent: CCOCC (Et2O), CCOCC (Et2O), CCOCC (Et2O). Run at temperature -78 celsius, time 30 minute. The product is C(C=C)C1=C(C=O)C=CC=C1 (2-allylbenzaldehyde). The yield is 33.6%. RXN SMILES: [Li][CH2:2][CH2:3][CH2:4]C.Br[C:7]1[CH:12]=[CH:11][CH:10]=[CH:9][C:8]=1[CH:13]([O:16]C)OC.[Mg+2].[Br-].[Br-].C(Br)C=C.Cl>CCOCC.[Cu]I>[CH2:4]([C:7]1[CH:12]=[CH:11][CH:10]=[CH:9][C:8]=1[CH:13]=[O:16])[CH:3]=[CH2:2] |f:2.3.4|. Reported procedure: BuLi (1.55 M in hexane, 14.7 mL, 22.7 mmol) was added to a sol. of 1-bromo-2-(dimethoxymethyl)benzene (5.00 g, 21.6 mmol) in Et2O (50 mL). The mixture was stirred for 30 min at −78 ° C. and MgBr2.Et2O (5.87 g, 22.7 mmol) was added. The mixture was allowed to warm up to 0° C. over 15 min and CuI (420 mg, 2.16 mmol) was added. The mixture was stirred at 0° C. for 5 min and allyl bromide (1.92 mL, 22.7 mmol) was added. The mixture was stirred overnight while warming up to rt. Aq. 1M HCl (1 mL) was ... Reactants: FC(C=1C=C(C=CC1)N1N=C(C=C1)N)(F)F (1-(3-(trifluoromethyl)phenyl)-1H-pyrazol-3-amine), N1=CC=CC=C1 (pyridine), ClC=1C=CC(=C(C(=O)Cl)C1)[N+](=O)[O-] (5-chloro-2-nitrobenzoyl chloride). The solvent is ClCCl (dichloromethane). Run at time 1 hour. Product: ClC=1C=CC(=C(C(=O)NC2=NN(C=C2)C2=CC(=CC=C2)C(F)(F)F)C1)[N+](=O)[O-] (5-chloro-2-nitro-N-(1-(3-(trifluoromethyl)phenyl)-1H-pyrazol-3-yl)-benzamide). The yield is 85.8%. RXN SMILES: [F:1][C:2]([F:16])([F:15])[C:3]1[CH:4]=[C:5]([N:9]2[CH:13]=[CH:12][C:11]([NH2:14])=[N:10]2)[CH:6]=[CH:7][CH:8]=1.N1C=CC=CC=1.[Cl:23][C:24]1[CH:25]=[CH:26][C:27]([N+:33]([O-:35])=[O:34])=[C:28]([CH:32]=1)[C:29](Cl)=[O:30]>ClCCl>[Cl:23][C:24]1[CH:25]=[CH:26][C:27]([N+:33]([O-:35])=[O:34])=[C:28]([CH:32]=1)[C:29]([NH:14][C:11]1[CH:12]=[CH:13][N:9]([C:5]2[CH:6]=[CH:7][CH:8]=[C:3]([C:2]([F:1])([F:15])[F:16])[CH:4]=2)[N:10]=1)=[O:30]. Reported procedure: Into a 100-mL round bottom flask, was placed a solution of 1-(3-(trifluoromethyl)phenyl)-1H-pyrazol-3-amine (520 mg, 2.29 mmol, 1.00 equiv) in dichloromethane (5 mL), pyridine (540 mg, 6.84 mmol, 3.00 equiv), and 5-chloro-2-nitrobenzoyl chloride (500 mg, 2.27 mmol, 1.00 equiv). The resulting solution was stirred for 1 h at room temperature. The resulting mixture was washed with 2×50 mL of water, dried over anhydrous sodium sulfate, and concentrated under vacuum. The residue was applied onto a si... Run at temperature 4 celsius. Reactants: COC1=CC=C(C(=O)O)C=C1 (4-methoxybenzoic acid), C(C)#N (acetonitrile), N,N'-carbonyldiimidazole, NC1=NC2=NC(=CC=C2C=C1)Br (2-amino-7-bromo-1,8-naphthyridine). The product is BrC1=CC=C2C=CC(=NC2=N1)NC(C1=CC=C(C=C1)OC)=O (N-(7-bromo-1,8-naphthyridin-2-yl)-4-methoxybenzamide). Reported procedure: The procedure is similar to that described in Example 1, but starting with 4-methoxybenzoic acid (10.2 g), N,N'-carbonyldiimidazole (10.8 g) and 2-amino-7-bromo-1,8-naphthyridine (11.2 g). The product produced by precipitation in water (9.8 g; m.p. 220° C.) is dissolved in boiling acetonitrile (1000 cc). After 2 hours' cooling at 4° C., the crystallised solid is separated by filtration, washed with acetonitrile (2×10 cc) and dried at 40° C. under reduced pressure (0.067 kPa). N-(7-bromo-1,8-naph... Isolated yield 46.4%. RXN SMILES: [CH3:1][O:2][C:3]1[CH:11]=[CH:10][C:6]([C:7]([OH:9])=O)=[CH:5][CH:4]=1.[NH2:12][C:13]1[CH:22]=[CH:21][C:20]2[C:15](=[N:16][C:17]([Br:23])=[CH:18][CH:19]=2)[N:14]=1.C(#N)C>O>[Br:23][C:17]1[N:16]=[C:15]2[C:20]([CH:21]=[CH:22][C:13]([NH:12][C:7](=[O:9])[C:6]3[CH:5]=[CH:4][C:3]([O:2][CH3:1])=[CH:11][CH:10]=3)=[N:14]2)=[CH:19][CH:18]=1. Solvent: O (water). RXN SMILES: C(N[C:8]1[CH:13]=[CH:12][C:11]([Cl:14])=[C:10]([O:15][CH3:16])[C:9]=1[Br:17])(=O)C(C)(C)C.Cl.[Na].N([O-])=O.[Na+].[I-:24].[Na+]>O1CCOCC1.O.C(Cl)Cl>[Br:17][C:9]1[C:10]([O:15][CH3:16])=[C:11]([Cl:14])[CH:12]=[CH:13][C:8]=1[I:24] |f:3.4,5.6,^1:18|. Reported procedure: A solution of N-pivaloyl-2-bromo-4-chloro-3-methoxyaniline (3.7 g, 1.2 mmol) in dioxane (35 mL) was treated with concentrated hydrochloric acid (35 mL) and the solution heated under reflux for 2 hours. After the solution was cooled the pH was adjusted to 10 by addition of sodium hyrdroxide (50% solution) and extracted with ethyl ether (2×50 mL). The combined extracts were washed with brine, dried (sodium sulfate) and concentrated. The crude aniline was dissolved in 2N hydrochloric acid and sodiu... Solvent: O1CCOCC1 (dioxane), O (water), C(Cl)Cl (methylene chloride). Isolated yield 50.0%. Reactants: C(C(C)(C)C)(=O)NC1=C(C(=C(C=C1)Cl)OC)Br (N-pivaloyl-2-bromo-4-chloro-3-methoxyaniline), Cl (hydrochloric acid), N(=O)[O-].[Na+] (sodium nitrite), [Na] (sodium), solution, [I-].[Na+] (sodium iodide). Product: BrC1=C(C=CC(=C1OC)Cl)I (2-bromo-4-chloro-1-iodo-3-methoxybenzene). Conditions: time 20 minute. The reactants are CCO, Cc1cc(=O)[nH]c(=S)[nH]1, [Cl-], COc1c(C)c[nH+]c(CCl)c1C, [K+], [OH-], O. Product: COc1c(C)cnc(CSc2nc(C)cc(=O)[nH]2)c1C. Reaction SMILES: [CH3:26][CH2:27][OH:28].[CH3:4][c:5]1[cH:6][c:7](=[O:12])[nH:8][c:9](=[S:11])[nH:10]1.[Cl-:13].[Cl:14][CH2:15][c:16]1[nH+:17][cH:18][c:19]([CH3:25])[c:20]([O:23][CH3:24])[c:21]1[CH3:22].[K+:2].[OH-:1].[OH2:3]>>[CH3:4][c:5]1[cH:6][c:7](=[O:12])[nH:8][c:9]([S:11][CH2:15][c:16]2[n:17][cH:18][c:19]([CH3:25])[c:20]([O:23][CH3:24])[c:21]2[CH3:22])[n:10]1.